The task is: describe an organic reaction: reactants, conditions, products, and yield. This data is from the Open Reaction Database (ORD), a public repository of structured organic reaction records. Conditions: temperature -78 celsius, time 45 minute. RXN SMILES: Br[C:2]1[CH:11]=[CH:10][CH:9]=[C:8]2[C:3]=1[CH:4]=[CH:5][N:6]=[CH:7]2.[C:12](OC)(=[O:17])[C:13]([O:15][CH3:16])=[O:14]>C1COCC1>[CH3:16][O:15][C:13](=[O:14])[C:12]([C:2]1[CH:11]=[CH:10][CH:9]=[C:8]2[C:3]=1[CH:4]=[CH:5][N:6]=[CH:7]2)=[O:17]. The reactants are Tert-BuLi, BrC1=C2C=CN=CC2=CC=C1 (5-bromo-isoquinoline), C(C(=O)OC)(=O)OC (dimethyl oxalate). The solvent is C1CCOC1 (THF), C1CCOC1 (THF). Yields the product COC(C(=O)C1=C2C=CN=CC2=CC=C1)=O (isoquinolin-5-yloxoacetic acid methyl ester). The yield is 58.9%. Procedure: Tert-BuLi (1.7 M pentane, 27.2 mL, 46.3 mmol) is added to dry THF (195 mL) at −78° C., after few minutes, a solution of 5-bromo-isoquinoline (6.42 g, 30.86 mmol) in THF (5 mL) is added via syringe dropwise. The resulting solution is allowed to stir at −78° C. for 45 minutes, then dimethyl oxalate (11 g, 93 mmol) is added in one portion. After 30 min at −78° C., the reaction is quenched using saturated ammonium chloride solution, diluted with 200 mL EtOAc, and then the TB is removed by rotovap. T... Solvent: O (water). The product is OC=1C=C(C=CC1C)NC1=C(C=NC2=C(C(=C(C=C12)OC)OC)OC)C#N (4-(3-hydroxy-4-methyl-phenylamino)-6,7,8-trimethoxy-quinoline-3-carbonitrile). The yield is 76.3%. Procedure: A mixture of 0.279 g of 4-chloro-6,7,8-trimethoxy-quinoline-3-carbonitrile, 0.148 g of 5-amino-o-cresol, and 10 ml of ethoxyethanol was stirred under nitrogen, at reflux temperature for 30 minutes. The mixture was cooled and added to 100 ml of water. To this mixture was added sodium carbonate to pH 9. The product was collected, washed with water, and dried to give 0.279 g of 4-(3-hydroxy-4-methyl-phenylamino)-6,7,8-trimethoxy-quinoline-3-carbonitrile as a solid, mp 200° C. (decomposed); mass spe... The reactants are ClC1=C(C=NC2=C(C(=C(C=C12)OC)OC)OC)C#N (4-chloro-6,7,8-trimethoxy-quinoline-3-carbonitrile), NC1=CC=C(C(=C1)O)C (5-amino-o-cresol), C(C)OC(C)O (ethoxyethanol), C([O-])([O-])=O.[Na+].[Na+] (sodium carbonate). As a reaction SMILES: Cl[C:2]1[C:11]2[C:6](=[C:7]([O:16][CH3:17])[C:8]([O:14][CH3:15])=[C:9]([O:12][CH3:13])[CH:10]=2)[N:5]=[CH:4][C:3]=1[C:18]#[N:19].[NH2:20][C:21]1[CH:26]=[C:25]([OH:27])[C:24]([CH3:28])=[CH:23][CH:22]=1.C(OC(O)C)C.C(=O)([O-])[O-].[Na+].[Na+]>O>[OH:27][C:25]1[CH:26]=[C:21]([NH:20][C:2]2[C:11]3[C:6](=[C:7]([O:16][CH3:17])[C:8]([O:14][CH3:15])=[C:9]([O:12][CH3:13])[CH:10]=3)[N:5]=[CH:4][C:3]=2[C:18]#[N:19])[CH:22]=[CH:23][C:24]=1[CH3:28] |f:3.4.5|.